This data is from the Open Reaction Database (ORD), a public repository of structured organic reaction records. The task is: describe an organic reaction: reactants, conditions, products, and yield The reactants are [Br-], CC(C)(C)c1cc(Br)c([N+](=O)[O-])cc1OCc1ccccc1, COC(=O)C(F)(F)Cl, [Cu]I, [F-], [K+], [K+], CN(C)C=O, O. The product is CC(C)(C)c1cc(C(F)(F)F)c([N+](=O)[O-])cc1OCc1ccccc1. RXN SMILES: [Br-:25].[C:1]([CH3:2])([CH3:3])([CH3:4])[c:5]1[c:6]([O:15][CH2:16][c:17]2[cH:18][cH:19][cH:20][cH:21][cH:22]2)[cH:7][c:8]([N+:12](=[O:13])[O-:14])[c:9]([Br:11])[cH:10]1.[Cl:27][C:28]([C:29]([O:30][CH3:31])=[O:32])([F:33])[F:34].[Cu:36][I:37].[F-:23].[K+:24].[K+:26].[O:38]=[CH:39][N:40]([CH3:41])[CH3:42].[OH2:35]>>[C:1]([CH3:2])([CH3:3])([CH3:4])[c:5]1[c:6]([O:15][CH2:16][c:17]2[cH:18][cH:19][cH:20][cH:21][cH:22]2)[cH:7][c:8]([N+:12](=[O:13])[O-:14])[c:9]([C:28]([F:23])([F:33])[F:34])[cH:10]1. Starting materials: CO, ClC(Cl)Cl, [O-]Cl, COc1cc(N)c(Cl)cc1C(=O)NC1CN(C)N(C)C1, [Na+]. Product: COc1cc(N)c(Cl)cc1C(=O)NC1C=NN(C)C1. RXN SMILES: [CH3:24][OH:25].[CH:26]([Cl:27])([Cl:28])[Cl:29].[Cl:21][O-:22].[NH2:1][c:2]1[cH:3][c:4]([O:19][CH3:20])[c:5]([C:6](=[O:7])[NH:8][CH:9]2[CH2:10][N:11]([CH3:15])[N:12]([CH3:14])[CH2:13]2)[cH:16][c:17]1[Cl:18].[Na+:23]>>[NH2:1][c:2]1[cH:3][c:4]([O:19][CH3:20])[c:5]([C:6](=[O:7])[NH:8][CH:9]2[CH:10]=[N:11][N:12]([CH3:14])[CH2:13]2)[cH:16][c:17]1[Cl:18]. Reactants: N1C(=NC2=C1C=CC=C2)CN(C2CCCC=1C=CC=NC21)CC2=CC=C(C=O)C=C2 (4-{[(1H-Benzimidazol-2-ylmethyl)-(5,6,7,8-tetrahydro-quinolin-8-yl)-amino]-methyl}-benzaldehyde), CNC (dimethylamine), [BH-](OC(=O)C)(OC(=O)C)OC(=O)C.[Na+] (NaBH(OAc)3). Solvent: C(Cl)Cl (CH2Cl2). Yields the product N1C(=NC2=C1C=CC=C2)CN(C2CCCC=1C=CC=NC21)CC2=CC=C(C=C2)CN(C)C ((1H-Benzimidazol-2-ylmethyl)-(4-dimethylaminomethyl-benzyl)-(5,6,7,8-tetrahydro-quinolin-8-yl)-amine). Yield: 42.3%. RXN SMILES: [NH:1]1[C:5]2[CH:6]=[CH:7][CH:8]=[CH:9][C:4]=2[N:3]=[C:2]1[CH2:10][N:11]([CH2:22][C:23]1[CH:30]=[CH:29][C:26]([CH:27]=O)=[CH:25][CH:24]=1)[CH:12]1[C:21]2[N:20]=[CH:19][CH:18]=[CH:17][C:16]=2[CH2:15][CH2:14][CH2:13]1.[CH3:31][NH:32][CH3:33].[BH-](OC(C)=O)(OC(C)=O)OC(C)=O.[Na+]>C(Cl)Cl>[NH:1]1[C:5]2[CH:6]=[CH:7][CH:8]=[CH:9][C:4]=2[N:3]=[C:2]1[CH2:10][N:11]([CH2:22][C:23]1[CH:30]=[CH:29][C:26]([CH2:27][N:32]([CH3:33])[CH3:31])=[CH:25][CH:24]=1)[CH:12]1[C:21]2[N:20]=[CH:19][CH:18]=[CH:17][C:16]=2[CH2:15][CH2:14][CH2:13]1 |f:2.3|. Reported procedure: Using General Procedure B: Reaction of 4-{[(1H-Benzimidazol-2-ylmethyl)-(5,6,7,8-tetrahydro-quinolin-8-yl)-amino]-methyl}-benzaldehyde (AMD9882) (157 mg, 0.40 mmol) and dimethylamine (2.0 M in THF, 0.4 mL, 0.80 mmol) with NaBH(OAc)3 (0.179 g, 0.84 mmol) in CH2Cl2 (4 mL) overnight followed by purification of the crude material by radial chromatography on silica gel (2 mm plate, 50:1:1 CH2Cl2—CH3OH—NH4OH) provided the free base of the title compound (72 mg, 43%) as a colorless oil. Reactants: CC(=O)O[BH-](OC(C)=O)OC(C)=O, CCc1nc2ccccc2n1-c1nc(N2CCOCC2)c2nc(C=O)n(C)c2n1, CC1(C)CN(C2CNC2)CCO1, [Na+]. Yields the product CCc1nc2ccccc2n1-c1nc(N2CCOCC2)c2nc(CN3CC(N4CCOC(C)(C)C4)C3)n(C)c2n1. RXN SMILES: [C:42]([O:43][BH-:44]([O:45][C:46](=[O:47])[CH3:48])[O:49][C:50](=[O:51])[CH3:52])(=[O:53])[CH3:54].[CH2:1]([CH3:2])[c:3]1[n:4][c:5]2[c:6]([n:7]1-[c:8]1[n:9][c:10]([N:20]3[CH2:21][CH2:22][O:23][CH2:24][CH2:25]3)[c:11]3[n:12][c:13]([CH:18]=[O:19])[n:14]([CH3:17])[c:15]3[n:16]1)[cH:26][cH:27][cH:28][cH:29]2.[NH:30]1[CH2:31][CH:32]([N:34]2[CH2:35][C:36]([CH3:40])([CH3:41])[O:37][CH2:38][CH2:39]2)[CH2:33]1.[Na+:55]>>[CH2:1]([CH3:2])[c:3]1[n:4][c:5]2[c:6]([n:7]1-[c:8]1[n:9][c:10]([N:20]3[CH2:21][CH2:22][O:23][CH2:24][CH2:25]3)[c:11]3[n:12][c:13]([CH2:18][N:30]4[CH2:31][CH:32]([N:34]5[CH2:35][C:36]([CH3:40])([CH3:41])[O:37][CH2:38][CH2:39]5)[CH2:33]4)[n:14]([CH3:17])[c:15]3[n:16]1)[cH:26][cH:27][cH:28][cH:29]2.